Task: describe an organic reaction: reactants, conditions, products, and yield. Dataset: the Open Reaction Database (ORD), a public repository of structured organic reaction records RXN SMILES: [CH2:36]1[O:37][CH2:38][CH2:39][CH2:40]1.[CH3:1][Al:2]([CH3:3])[CH3:4].[CH3:23][CH2:24][O:25][C:26]([CH3:27])=[O:28].[CH3:29][c:30]1[cH:31][cH:32][cH:33][cH:34][cH:35]1.[N:12]1([CH2:16][CH:17]([C:18](=[O:19])[O:20][CH3:21])[OH:22])[CH2:13][CH2:14][CH2:15]1.[n:5]1[c:6]([NH2:11])[cH:7][cH:8][cH:9][cH:10]1>>[n:5]1[c:6]([NH:11][C:18]([CH:17]([CH2:16][N:12]2[CH2:13][CH2:14][CH2:15]2)[OH:22])=[O:19])[cH:7][cH:8][cH:9][cH:10]1. The reactants are C1CCOC1, C[Al](C)C, CCOC(C)=O, Cc1ccccc1, COC(=O)C(O)CN1CCC1, Nc1ccccn1. Product: O=C(Nc1ccccn1)C(O)CN1CCC1. Reactants: CN(C=1C=NC(=CC1)[N+](=O)[O-])C (N,N-dimethyl-6-nitropyridine-3-amine), stannous chloride. Run in C(C)O (ethanol). The product is CN(C=1C=CC(=NC1)N)C (5-dimethylaminopyridine-2-amine). Reaction SMILES: [CH3:1][N:2]([CH3:12])[C:3]1[CH:4]=[N:5][C:6]([N+:9]([O-])=O)=[CH:7][CH:8]=1>C(O)C>[CH3:1][N:2]([CH3:12])[C:3]1[CH:8]=[CH:7][C:6]([NH2:9])=[N:5][CH:4]=1. Reported procedure: The N,N-dimethyl-6-nitropyridine-3-amine obtained above is taken up in 25 mL of ethanol. After addition of 4.8 g of stannous chloride, the reaction mixture is refluxed for 30 minutes and then concentrated to dryness. The residue is chromatographed on a column of silica, eluting with a 90/10 mixture of dichloromethane and ammoniacal methanol. The fractions containing the expected product are combined and concentrated to give 750 mg of 5-dimethylaminopyridine-2-amine in the form of a pasty yellow ... Starting materials: CCI, CC#N, CCN(C(C)C)C(C)C, C=C(C(=O)O)c1ccco1. Yields the product C=C(C(=O)OCC)c1ccco1. Reaction SMILES: [CH2:1]([CH3:2])[I:3].[CH3:23][C:24]#[N:25].[CH:14]([N:15]([CH:16]([CH3:17])[CH3:18])[CH2:19][CH3:20])([CH3:21])[CH3:22].[o:4]1[c:5]([C:9]([C:10](=[O:11])[OH:12])=[CH2:13])[cH:6][cH:7][cH:8]1>>[CH2:1]([CH3:2])[O:12][C:10]([C:9]([c:5]1[o:4][cH:8][cH:7][cH:6]1)=[CH2:13])=[O:11]. The solvent is C1(=CC=CC=C1)C (toluene), C(C)(=O)OCC (ethyl acetate). Starting materials: BrC=1C=C2CCC(C2=CC1)=O (5-bromo-1-indanone), S1C(=CC=C1)B(O)O (thiophene-2-boronic acid), C(C)O (ethanol), C([O-])([O-])=O.[Na+].[Na+] (sodium carbonate). Reported procedure: To a solution of 5-bromo-1-indanone (0.52g, 2.5 mmol) in toluene (5 mL) were added tetrakis(triphenylphosphine)-palladium(0) (29 mg, 0.03 mmol), thiophene-2-boronic acid (0.48 g, 3.7 mmol), ethanol (5 mL), and 2.0 N sodium carbonate (3 mL). The solution was flushed with nitrogen for 3 minutes. The reaction was heated at 110-120° C. for 4 h. Reaction cooled to room temperature and diluted with ethyl acetate (200 mL). The organic layer was washed with saturated aqueous sodium bicarbonate (2×50 mL)... Reaction conditions: temperature 115 celsius. The reagents and catalysts are [Pd].C1(=CC=CC=C1)P(C1=CC=CC=C1)C1=CC=CC=C1.C1(=CC=CC=C1)P(C1=CC=CC=C1)C1=CC=CC=C1.C1(=CC=CC=C1)P(C1=CC=CC=C1)C1=CC=CC=C1.C1(=CC=CC=C1)P(C1=CC=CC=C1)C1=CC=CC=C1 (tetrakis(triphenylphosphine)-palladium(0)). Yields the product S1C(=CC=C1)C=1C=C2CCC(C2=CC1)=O (5-(2-thienyl)-2,3-dihydro-1H-inden-1-one). RXN SMILES: Br[C:2]1[CH:3]=[C:4]2[C:8](=[CH:9][CH:10]=1)[C:7](=[O:11])[CH2:6][CH2:5]2.[S:12]1[CH:16]=[CH:15][CH:14]=[C:13]1B(O)O.C(O)C.C(=O)([O-])[O-].[Na+].[Na+]>C1(C)C=CC=CC=1.C(OCC)(=O)C.[Pd].C1(P(C2C=CC=CC=2)C2C=CC=CC=2)C=CC=CC=1.C1(P(C2C=CC=CC=2)C2C=CC=CC=2)C=CC=CC=1.C1(P(C2C=CC=CC=2)C2C=CC=CC=2)C=CC=CC=1.C1(P(C2C=CC=CC=2)C2C=CC=CC=2)C=CC=CC=1>[S:12]1[CH:16]=[CH:15][CH:14]=[C:13]1[C:2]1[CH:3]=[C:4]2[C:8](=[CH:9][CH:10]=1)[C:7](=[O:11])[CH2:6][CH2:5]2 |f:3.4.5,8.9.10.11.12|. The yield is 93.3%.